This data is from the Open Reaction Database (ORD), a public repository of structured organic reaction records. The task is: describe an organic reaction: reactants, conditions, products, and yield Starting materials: C(C1=CC=CC=C1)OC(C=CCC1CC2=CC=CC=C2C1)=O (benzyl-4-(indan-2-yl)-2-butenoate), [H][H] (hydrogen). Reagents/catalysts: [Pd] (palladium on carbon). Run in CO (methanol). Product: C1C(CC2=CC=CC=C12)CCCC(=O)O (4-(indan-2-yl)butanoic acid). Isolated yield 85.1%. RXN SMILES: C([O:8][C:9](=[O:22])[CH:10]=[CH:11][CH2:12][CH:13]1[CH2:21][C:20]2[C:15](=[CH:16][CH:17]=[CH:18][CH:19]=2)[CH2:14]1)C1C=CC=CC=1.[H][H]>CO.[Pd]>[CH2:21]1[C:20]2[C:15](=[CH:16][CH:17]=[CH:18][CH:19]=2)[CH2:14][CH:13]1[CH2:12][CH2:11][CH2:10][C:9]([OH:22])=[O:8]. Procedure details: 6.45 g (22.1 mmol) of benzyl-4-(indan-2-yl)-2-butenoate was dissolved in 120 ml of methanol, to which 0.6 g of 10% palladium on carbon was added and stirred vigorously for 2.5 hours in the stream of hydrogen. The catalyst was removed by filtration, the filtrate was condensed to obtain 3.84 g of crystalline 4-(indan-2-yl)butanoic acid. Yield: 85% The reactants are FC(OC1=CC=C(OC2=C(C=C(N)C=C2)C(F)(F)F)C=C1)(F)F (4-(4-trifluoromethoxyphenoxy)-3-trifluoromethyl-aniline), CC(C(=O)OCC)C(=O)C (ethyl 2-methylacetoacetate), C1(=CC=C(C=C1)S(=O)(=O)O)C (p-toluenesulfonic acid). The solvent is C=1(C(=CC=CC1)C)C (xylene). Product: CC1=NC2=CC(=C(C=C2C(=C1C)O)OC1=CC=C(C=C1)OC(F)(F)F)C(F)(F)F (2,3-dimethyl-4-hydroxy-6-(4-trifluoromethoxyphenoxy)-7-trifluoromethyl-quinoline). The yield is 41.1%. RXN SMILES: [F:1][C:2]([F:23])([F:22])[O:3][C:4]1[CH:21]=[CH:20][C:7]([O:8][C:9]2[CH:15]=[CH:14][C:12]([NH2:13])=[CH:11][C:10]=2[C:16]([F:19])([F:18])[F:17])=[CH:6][CH:5]=1.[CH3:24][CH:25]([C:31]([CH3:33])=O)[C:26](OCC)=[O:27].C1(C)C=CC(S(O)(=O)=O)=CC=1>C1(C)C(C)=CC=CC=1>[CH3:33][C:31]1[C:25]([CH3:24])=[C:26]([OH:27])[C:14]2[C:12](=[CH:11][C:10]([C:16]([F:17])([F:18])[F:19])=[C:9]([O:8][C:7]3[CH:20]=[CH:21][C:4]([O:3][C:2]([F:22])([F:23])[F:1])=[CH:5][CH:6]=3)[CH:15]=2)[N:13]=1. Procedure details: A solution of 3.4 g of 4-(4-trifluoromethoxyphenoxy)-3-trifluoromethyl-aniline, 2.4 g of ethyl 2-methylacetoacetate, and 0.3 g of p-toluenesulfonic acid dissolved in 100 mL of xylene was heated under reflux for 36 hr. This reaction solution was cooled, and the precipitated crystals were collected by filtration to give 1.73 g of 2,3-dimethyl-4-hydroxy-6-(4-trifluoromethoxyphenoxy)-7-trifluoromethyl-quinoline. The filtrate was concentrated under the reduced pressure to give 2,3-dimethyl-4-hydroxy-...